Dataset: the Open Reaction Database (ORD), a public repository of structured organic reaction records. Task: describe an organic reaction: reactants, conditions, products, and yield The reactants are CC(C)C(C#N)(CCC=O)C1=CC=CC=C1 (2-(1-Methylethyl)-5-oxo-2-phenylpentane nitrile), P(=O)(O)(O)[O-].[Na+] (sodium dihydrogen phosphate), CC(C)=CC (2-methyl-2-butene), Cl(=O)[O-].[Na+] (Sodium chlorite), Cl (hydrochloric acid). Solvent: O (water), C(C)(C)(C)O (t-butyl alcohol). Run at time 2 hour. Yields the product C(#N)C(CCC(=O)O)(C(C)C)C1=CC=CC=C1 (4-Cyano-5-methyl-4-phenylhexanoic Acid). As a reaction SMILES: [CH3:1][CH:2]([C:4]([C:11]1[CH:16]=[CH:15][CH:14]=[CH:13][CH:12]=1)([CH2:7][CH2:8][CH:9]=[O:10])[C:5]#[N:6])[CH3:3].P([O-])(O)(O)=[O:18].[Na+].CC(=CC)C.Cl([O-])=O.[Na+].Cl>O.C(O)(C)(C)C>[C:5]([C:4]([C:11]1[CH:12]=[CH:13][CH:14]=[CH:15][CH:16]=1)([CH:2]([CH3:1])[CH3:3])[CH2:7][CH2:8][C:9]([OH:18])=[O:10])#[N:6] |f:1.2,4.5|. Reported procedure: 2-(1-Methylethyl)-5-oxo-2-phenylpentane nitrile, 6.00 g 27.9 mmol, was dissolved in a mixed solvent of water 55 ml/t-butyl alcohol 200 ml, and sodium dihydrogen phosphate 4.35 g 27.9 mmol and 2-methyl-2-butene 14.8 ml 139 mmol were further added thereto. Sodium chlorite 10.0 g 111 mmol in limited amounts was added thereto and stirred for 2 hours. The reaction mixture was ice-cooled and acidified by 2N hydrochloric acid. Then, it was extracted with ether, washed with dilute hydrochloric acid, dri...